This data is from the Open Reaction Database (ORD), a public repository of structured organic reaction records. The task is: describe an organic reaction: reactants, conditions, products, and yield Starting materials: CCCCO, CNC(=O)N1CCC(N2CCNCC2)C1, CCN(C(C)C)C(C)C, N#Cc1cnc(Nc2cc(Cl)ncn2)s1. The product is CNC(=O)N1CCC(N2CCN(c3cc(Nc4ncc(C#N)s4)ncn3)CC2)C1. As a reaction SMILES: [CH2:40]([OH:41])[CH2:42][CH2:43][CH3:44].[CH3:16][NH:17][C:18](=[O:19])[N:20]1[CH2:21][CH:22]([N:25]2[CH2:26][CH2:27][NH:28][CH2:29][CH2:30]2)[CH2:23][CH2:24]1.[CH:31]([N:32]([CH2:33][CH3:34])[CH:35]([CH3:36])[CH3:37])([CH3:38])[CH3:39].[Cl:1][c:2]1[cH:3][c:4]([NH:8][c:9]2[s:10][c:11]([C:14]#[N:15])[cH:12][n:13]2)[n:5][cH:6][n:7]1>>[c:2]1([N:28]2[CH2:27][CH2:26][N:25]([CH:22]3[CH2:21][N:20]([C:18]([NH:17][CH3:16])=[O:19])[CH2:24][CH2:23]3)[CH2:30][CH2:29]2)[cH:3][c:4]([NH:8][c:9]2[s:10][c:11]([C:14]#[N:15])[cH:12][n:13]2)[n:5][cH:6][n:7]1. Yields the product FC(C(=O)C1=CC=C(S1)C1=CC=C(C(=O)O)C=C1)(F)F (4-[5-(trifluoroacetyl)-2-thienyl]benzoic acid). Reaction SMILES: Br[C:2]1[S:6][C:5]([C:7](=[O:12])[C:8]([F:11])([F:10])[F:9])=[CH:4][CH:3]=1.[C:13]([C:16]1[CH:21]=[CH:20][C:19](B(O)O)=[CH:18][CH:17]=1)([OH:15])=[O:14]>CN(C=O)C>[F:9][C:8]([F:11])([F:10])[C:7]([C:5]1[S:6][C:2]([C:19]2[CH:20]=[CH:21][C:16]([C:13]([OH:15])=[O:14])=[CH:17][CH:18]=2)=[CH:3][CH:4]=1)=[O:12]. Solvent: CN(C)C=O (DMF). Starting materials: BrC1=CC=C(S1)C(C(F)(F)F)=O (1-(5-Bromo-2-thienyl)-2,2,2-trifluoroethanone), C(=O)(O)C1=CC=C(C=C1)B(O)O (4-carboxyphenylboronic acid). Reported procedure: The titled compound was prepared from 1-(5-bromo-2-thienyl)-2,2,2-trifluoroethanone (C2) (1.0 eq) and the corresponding 4-carboxyphenylboronic acid (1.3 eq) in DMF (1.0M) following the general procedure for Suzuki cross-coupling described in example 3 step 1. After completation of the reaction the solution mixture was concentrated under reduced pressure and 1N HCl solution was added. The resulting precipitate formed was washed several times with DCM and used in the next coupling reaction without... Reactants: O=Cc1ccc(-c2ccc3nc[nH]c(=O)c3c2)o1, CN(C)C=O, O=S(Cl)Cl. The product is O=Cc1ccc(-c2ccc3ncnc(Cl)c3c2)o1. As a reaction SMILES: [O:1]=[c:2]1[nH:3][cH:4][n:5][c:6]2[cH:7][cH:8][c:9](-[c:12]3[cH:13][cH:14][c:15]([CH:17]=[O:18])[o:16]3)[cH:10][c:11]12.[O:23]=[CH:24][N:25]([CH3:26])[CH3:27].[S:19]([Cl:20])([Cl:21])=[O:22]>>[c:2]1([Cl:21])[n:3][cH:4][n:5][c:6]2[cH:7][cH:8][c:9](-[c:12]3[cH:13][cH:14][c:15]([CH:17]=[O:18])[o:16]3)[cH:10][c:11]12.